Dataset: the Open Reaction Database (ORD), a public repository of structured organic reaction records. Task: describe an organic reaction: reactants, conditions, products, and yield Reaction SMILES: C([O:5][C:6](=[O:19])[C:7]([S:10][C:11]1[S:12][CH:13]=[C:14]([CH2:16][CH2:17][OH:18])[N:15]=1)([CH3:9])[CH3:8])(C)(C)C.[Cl:20][C:21]1[CH:26]=[CH:25][C:24](O)=[CH:23][N:22]=1.[Cl:28][C:29]1[CH:34]=[CH:33][C:32](OB(O)O)=[CH:31][CH:30]=1.Cl.C(OCC)(=O)C>C(OCC)C>[ClH:20].[Cl:28][C:29]1[CH:34]=[CH:33][C:32]([C:21]2[N:22]=[CH:23][C:24]([O:18][CH2:17][CH2:16][C:14]3[N:15]=[C:11]([S:10][C:7]([CH3:8])([CH3:9])[C:6]([OH:5])=[O:19])[S:12][CH:13]=3)=[CH:25][CH:26]=2)=[CH:31][CH:30]=1 |f:3.4,6.7|. The reactants are C(C)(C)(C)OC(C(C)(C)SC=1SC=C(N1)CCO)=O (2-{[4-(2-hydroxyethyl)-1,3-thiazol-2-yl]thio}-2-methylpropionic acid tert-butyl ester), Cl.C(C)(=O)OCC (hydrochloric acid ethyl acetate), ClC1=NC=C(C=C1)O (2-chloro-5-hydroxypyridine), ClC1=CC=C(C=C1)OB(O)O (4-chlorophenylboric acid). Run in C(C)OCC (diethyl ether). Procedure details: A compound obtained by an operation similar to that of Example 67-1 and using 2-{[4-(2-hydroxyethyl)-1,3-thiazol-2-yl]thio}-2-methylpropionic acid tert-butyl ester synthesized in Example 4 and 2-chloro-5-hydroxypyridine synthesized in reference to patent reference [WO9825920] as starting materials, followed by an operation similar to that of Example 68 and using 4-chlorophenylboric acid was dissolved in diethyl ether and the solution was reacted with 4 mol/L hydrochloric acid-ethyl acetate to gi... Yields the product Cl.ClC1=CC=C(C=C1)C1=CC=C(C=N1)OCCC=1N=C(SC1)SC(C(=O)O)(C)C (2-{[4-(2-{[6-(4-chlorophenyl)pyridin-3-yl]oxy}ethyl)-1,3-thiazol-2-yl]thio}-2-methylpropionic acid hydrochloride). Reactants: NC1=C(SC2=NC=CN=C21)C(=O)OCC (Ethyl 7-amino-thieno[2,3-b]pyrazine-6-carboxylate), C[Si](C)(C)[N-][Si](C)(C)C.[K+] (potassium bis(trimethylsilyl)amide), COCCBr (2-Bromoethyl methyl ether). The solvent is C1CCOC1 (THF). Reaction conditions: time 8 hour. The product is COCCNC1=C(SC2=NC=CN=C21)C(=O)OCC (Ethyl 7-(N-(2-methoxyethyl)amino)thieno[2,3-b]pyrazine-6-carboxylate). The yield is 50.8%. RXN SMILES: [NH2:1][C:2]1[C:10]2[C:5](=[N:6][CH:7]=[CH:8][N:9]=2)[S:4][C:3]=1[C:11]([O:13][CH2:14][CH3:15])=[O:12].C[Si]([N-][Si](C)(C)C)(C)C.[K+].[CH3:26][O:27][CH2:28][CH2:29]Br>C1COCC1>[CH3:26][O:27][CH2:28][CH2:29][NH:1][C:2]1[C:10]2[C:5](=[N:6][CH:7]=[CH:8][N:9]=2)[S:4][C:3]=1[C:11]([O:13][CH2:14][CH3:15])=[O:12] |f:1.2|. Procedure details: Ethyl 7-amino-thieno[2,3-b]pyrazine-6-carboxylate (1.0 g g, 4.48 mmol) prepared by the method of Schneller and Clough, J. Het. Chem., 12: 513 (1975), was treated with potassium bis(trimethylsilyl)amide (0.5M in toluene, 8.96 ml) in 15 ml THF at -70° C., and allowed to warm to room temperature. 2-Bromoethyl methyl ether (0.454 ml, 4.70 mmol) was added, and the reaction was stirred under N2 at 60° C. overnight. The mixture was cooled and evaporated, then purified by column chromatography on silica...